From a dataset of the Open Reaction Database (ORD), a public repository of structured organic reaction records. describe an organic reaction: reactants, conditions, products, and yield Starting materials: O (water), C(C)N(C(C)C)C(C)C (N-Ethyldiisopropylamine), CS(=O)C (DMSO), BrCCCCCCCCCO (9-bromo-1-nonanol). Solvent: C(Cl)Cl (DCM). Conditions: temperature -15 celsius, time 15 minute. The product is BrCCCCCCCCC=O (9-Bromononanal). Reaction SMILES: C(N(C(C)C)C(C)C)C.CS(C)=O.[Br:14][CH2:15][CH2:16][CH2:17][CH2:18][CH2:19][CH2:20][CH2:21][CH2:22][CH2:23][OH:24].O>C(Cl)Cl>[Br:14][CH2:15][CH2:16][CH2:17][CH2:18][CH2:19][CH2:20][CH2:21][CH2:22][CH:23]=[O:24]. Procedure details: N-Ethyldiisopropylamine (23 mL) and DMSO (9.7 mL) were added to a solution of 9-bromo-1-nonanol (10.0 g) in dry DCM (230 mL) at RT under argon. The mixture was cooled to −15° C. and sulfur trioxide-pyridine complex (21.4 g) was added in 4 portions at 5 min intervals. The mixture was stirred for 15 min after completion of the addition then water (200 mL) was added and the layers were separated. The organic layer was washed with 1M aqueous sodium bisulfate solution (4×250 mL), saturated aqueous po... Starting materials: C(=O)(OCC)CCCN1C(=NC2=C1C=CC=C2)NC2CCN(CC2)C(=O)OC(C)(C)C ((1-(3-carboethoxypropyl)-1H-benzimidazol-2-yl)(1-(t-butoxycarbonyl)piperidin-4-yl)amine), I (hydriodic acid), C(C)OCC (diethyl ether). The solvent is C(C)O (ethanol). Conditions: time 2 hour. The product is I.C(=O)(OCC)CCCN1C(=NC2=C1C=CC=C2)NC2CCNCC2 ((1-(3-carboethoxypropyl)-1H-benzimidazol-2-yl)(piperidin-4-yl)amine hydriodic acid salt). As a reaction SMILES: [C:1]([CH2:6][CH2:7][CH2:8][N:9]1[C:13]2[CH:14]=[CH:15][CH:16]=[CH:17][C:12]=2[N:11]=[C:10]1[NH:18][CH:19]1[CH2:24][CH2:23][N:22](C(OC(C)(C)C)=O)[CH2:21][CH2:20]1)([O:3][CH2:4][CH3:5])=[O:2].[IH:32].C(OCC)C>C(O)C>[IH:32].[C:1]([CH2:6][CH2:7][CH2:8][N:9]1[C:13]2[CH:14]=[CH:15][CH:16]=[CH:17][C:12]=2[N:11]=[C:10]1[NH:18][CH:19]1[CH2:24][CH2:23][NH:22][CH2:21][CH2:20]1)([O:3][CH2:4][CH3:5])=[O:2] |f:4.5|. Procedure details: Combine (1-(3-carboethoxypropyl)-1H-benzimidazol-2-yl)(1-(t-butoxycarbonyl)piperidin-4-yl)amine (0.59 g, 1.37 mmol) and aqueous hydriodic acid (2 mL, 57%) in ethanol (25 mL). Heat to reflux. After 2 hours, cool to ambient temperature, pour the reaction mixture into diethyl ether (450 mL), and cool to about −30° C. to give a solid. Collect the solid by filtration and dry to give the title compound.